The task is: describe an organic reaction: reactants, conditions, products, and yield. This data is from the Open Reaction Database (ORD), a public repository of structured organic reaction records. The reactants are CC1=CC=C(C=C1)S(=O)(=O)O.FC[C@@H]1CNCC1 ((3S)-3-(fluoromethyl)pyrrolidine 4-methylbenzenesulfonate), BrC1=CC=C(C=C1)C=1OC(=C(N1)CCOS(=O)(=O)C)C (Methanesulfonic acid 2-[2-(4-bromo-phenyl)-5-methyl-oxazol-4-yl]-ethyl ester), [I-].[K+] (potassium iodide), BrC1=CC=C(C=C1)C=1OC(=C(N1)CCOS(=O)(=O)C)C (Methanesulfonic acid 2-[2-(4-bromo-phenyl)-5-methyl-oxazol-4-yl]-ethyl ester), C([O-])([O-])=O.[K+].[K+] (potassium carbonate), CC1=CC=C(C=C1)S(=O)(=O)O.FC[C@@H]1CNCC1 ((3S)-3-(fluoromethyl)pyrrolidine 4-methylbenzenesulfonate). The solvent is C(C)#N (acetonitrile). Product: BrC1=CC=C(C=C1)C=1OC(=C(N1)CCN1C[C@H](CC1)CF)C (2-(4-Bromophenyl)-4-{2-[(3S)-3-(fluoromethyl)pyrrolidin-1-yl]ethyl}-5-methyl-1,3-oxazole). Yield: 100.6%. Reaction SMILES: [Br:1][C:2]1[CH:7]=[CH:6][C:5]([C:8]2[O:9][C:10]([CH3:20])=[C:11]([CH2:13][CH2:14]OS(C)(=O)=O)[N:12]=2)=[CH:4][CH:3]=1.C(=O)([O-])[O-].[K+].[K+].[I-].[K+].CC1C=CC(S(O)(=O)=O)=CC=1.[F:40][CH2:41][C@H:42]1[CH2:46][CH2:45][NH:44][CH2:43]1>C(#N)C>[Br:1][C:2]1[CH:7]=[CH:6][C:5]([C:8]2[O:9][C:10]([CH3:20])=[C:11]([CH2:13][CH2:14][N:44]3[CH2:45][CH2:46][C@H:42]([CH2:41][F:40])[CH2:43]3)[N:12]=2)=[CH:4][CH:3]=1 |f:1.2.3,4.5,6.7|. Reported procedure: Prepare using the method of Example 102 with 2-[2-(4-bromophenyl)-5-methyl-1,3-oxazol-4-yl]ethyl methanesulfonate (See Intermediate 13) (0.17 g, 0.46 mmole), anhydrous acetonitrile (2 mL), potassium carbonate (0.25 g, 1.84 mmol), potassium iodide (0.008 g, 0.05 mmol) and (3S)-3-(fluoromethyl)pyrrolidine 4-methylbenzenesulfonate (salt) (See Intermediate 55) (0.19 g, 0.69 mmol) to give the title compound as a pale orange oil (0.17 g): MS (m/e): 367, 369(M+1) Starting materials: Cl.N1C[C@H](CCC1)NC(=O)C1=CNC2=C1N=CN=C2C2=C(C=C(C(=C2)F)OC)OCC2CC2 (4-(2-cyclopropylmethoxy-5-fluoro-4-methoxy-phenyl)-5H-pyrrolo[3,2-d]pyrimidine-7-carboxylic acid (S)-piperidin-3-ylamide hydrochloride), C(CC)(=O)Cl (propionyl chloride). The product is C(CC)(=O)N1C[C@H](CCC1)NC(=O)C1=CNC2=C1N=CN=C2C2=C(C=C(C(=C2)F)OC)OCC2CC2 (4-(2-Cyclopropylmethoxy-5-fluoro-4-methoxy-phenyl)-5H-pyrrolo[3,2-d]pyrimidine-7-carboxylic acid ((S)-1-propionyl-piperidin-3-yl)-amide). Reaction SMILES: Cl.[NH:2]1[CH2:7][CH2:6][CH2:5][C@H:4]([NH:8][C:9]([C:11]2[C:15]3[N:16]=[CH:17][N:18]=[C:19]([C:20]4[CH:25]=[C:24]([F:26])[C:23]([O:27][CH3:28])=[CH:22][C:21]=4[O:29][CH2:30][CH:31]4[CH2:33][CH2:32]4)[C:14]=3[NH:13][CH:12]=2)=[O:10])[CH2:3]1.[C:34](Cl)(=[O:37])[CH2:35][CH3:36]>>[C:34]([N:2]1[CH2:7][CH2:6][CH2:5][C@H:4]([NH:8][C:9]([C:11]2[C:15]3[N:16]=[CH:17][N:18]=[C:19]([C:20]4[CH:25]=[C:24]([F:26])[C:23]([O:27][CH3:28])=[CH:22][C:21]=4[O:29][CH2:30][CH:31]4[CH2:32][CH2:33]4)[C:14]=3[NH:13][CH:12]=2)=[O:10])[CH2:3]1)(=[O:37])[CH2:35][CH3:36] |f:0.1|. Procedure details: Starting from 4-(2-cyclopropylmethoxy-5-fluoro-4-methoxy-phenyl)-5H-pyrrolo[3,2-d]pyrimidine-7-carboxylic acid (S)-piperidin-3-ylamide hydrochloride (example A168) and propionyl chloride the title compound is obtained as colorless solid. Reactants: CC(C)CC(NC(=O)OC(C)(C)C)C(=O)O, CCOCC, CCN(C(C)C)C(C)C, Fc1ccc(C(c2ccc(F)cc2)N2CCNCC2)cc1, CN(C)C=O, O. Product: CC(C)CC(NC(=O)OC(C)(C)C)C(=O)N1CCN(C(c2ccc(F)cc2)c2ccc(F)cc2)CC1. Reaction SMILES: [C:2]([CH3:3])([CH3:4])([CH3:5])[O:6][C:7](=[O:8])[NH:9][CH:10]([CH2:11][CH:12]([CH3:13])[CH3:14])[C:15](=[O:16])[OH:17].[CH3:48][CH2:49][O:50][CH2:51][CH3:52].[CH:18]([N:19]([CH2:20][CH3:21])[CH:22]([CH3:23])[CH3:24])([CH3:25])[CH3:26].[F:27][c:28]1[cH:29][cH:30][c:31]([CH:34]([N:35]2[CH2:36][CH2:37][NH:38][CH2:39][CH2:40]2)[c:41]2[cH:42][cH:43][c:44]([F:47])[cH:45][cH:46]2)[cH:32][cH:33]1.[O:53]=[CH:54][N:55]([CH3:56])[CH3:57].[OH2:1]>>[C:2]([CH3:3])([CH3:4])([CH3:5])[O:6][C:7](=[O:8])[NH:9][CH:10]([CH2:11][CH:12]([CH3:13])[CH3:14])[C:15](=[O:17])[N:38]1[CH2:37][CH2:36][N:35]([CH:34]([c:31]2[cH:30][cH:29][c:28]([F:27])[cH:33][cH:32]2)[c:41]2[cH:42][cH:43][c:44]([F:47])[cH:45][cH:46]2)[CH2:40][CH2:39]1.